From a dataset of the Open Reaction Database (ORD), a public repository of structured organic reaction records. describe an organic reaction: reactants, conditions, products, and yield Reactants: ClC1=CC=C(C=C1)C1=CC=CC=C1 (4-chlorobiphenyl), [Cl-].[Al+3].[Cl-].[Cl-] (aluminium chloride), ice, [C]=O (carbon monoxide), Cl (hydrogen chloride), ClC1=CC=CC=C1 (chlorobenzene). Solvent: C(Cl)(Cl)(Cl)Cl (carbon tetrachloride), C(=O)O (formic acid), O (water). The product is ClC1=CC=C(C=C1)C1=CC=C(C=O)C=C1 (4-(4-chlorophenyl)benzaldehyde). As a reaction SMILES: Cl[C:2]1[CH:7]=[CH:6][C:5]([C:8]2C=CC=CC=2)=[CH:4][CH:3]=1.[Cl-].[Al+3].[Cl-].[Cl-].[C]=[O:19].Cl.[Cl:21][C:22]1[CH:27]=[CH:26][CH:25]=[CH:24][CH:23]=1>C(Cl)(Cl)(Cl)Cl.O.C(O)=O>[Cl:21][C:22]1[CH:27]=[CH:26][C:25]([C:2]2[CH:7]=[CH:6][C:5]([CH:8]=[O:19])=[CH:4][CH:3]=2)=[CH:24][CH:23]=1 |f:1.2.3.4,^3:17|. Procedure: A mixture of 4-chlorobiphenyl (18.8 g.) and aluminium chloride (29.5 g.) was stirred in chlorobenzene (150 ml.) at 55°-60° C., in a pressure vessel. The vessel was pressurised to 2 bars with an equimolar mixture of carbon monoxide and hydrogen chloride (prepared by the action of 98-100% formic acid on chlorosulphonic acid). These reaction conditions were maintained for a period of 4 days. After this time the reaction mixture was added, with stirring, to a mixture of ice (500 g.) and water (500 m... Starting materials: CCOC(=O)Cc1ccc(OC)c(Oc2ccc(NC(=O)c3ccc(Cl)cc3)cc2CN(CC)C(=O)OCc2ccccc2)c1, CO, [Li+], [OH-], O. The product is CCN(Cc1cc(NC(=O)c2ccc(Cl)cc2)ccc1Oc1cc(CC(=O)O)ccc1OC)C(=O)OCc1ccccc1. RXN SMILES: [CH2:1]([CH3:2])[O:3][C:4]([CH2:5][c:6]1[cH:7][c:8]([O:14][c:15]2[c:16]([CH2:31][N:32]([CH2:33][CH3:34])[C:35](=[O:36])[O:37][CH2:38][c:39]3[cH:40][cH:41][cH:42][cH:43][cH:44]3)[cH:17][c:18]([NH:21][C:22]([c:23]3[cH:24][cH:25][c:26]([Cl:29])[cH:27][cH:28]3)=[O:30])[cH:19][cH:20]2)[c:9]([O:12][CH3:13])[cH:10][cH:11]1)=[O:45].[CH3:48][OH:49].[Li+:46].[OH-:47].[OH2:50]>>[O:3]=[C:4]([CH2:5][c:6]1[cH:7][c:8]([O:14][c:15]2[c:16]([CH2:31][N:32]([CH2:33][CH3:34])[C:35](=[O:36])[O:37][CH2:38][c:39]3[cH:40][cH:41][cH:42][cH:43][cH:44]3)[cH:17][c:18]([NH:21][C:22]([c:23]3[cH:24][cH:25][c:26]([Cl:29])[cH:27][cH:28]3)=[O:30])[cH:19][cH:20]2)[c:9]([O:12][CH3:13])[cH:10][cH:11]1)[OH:45].